This data is from the Open Reaction Database (ORD), a public repository of structured organic reaction records. The task is: describe an organic reaction: reactants, conditions, products, and yield Conditions: time 2 hour. RXN SMILES: [Br:1][CH:2]1[C:7]2([C:10]3[CH:15]=[CH:14][C:13]([Cl:16])=[CH:12][CH:11]=3)[CH2:8][CH2:9][C:4]([CH:17]=[CH:18][O:19][CH3:20])([CH2:5][O:6]2)[CH2:3]1.[Cr](Cl)([O-])(=O)=[O:22].[NH+]1C=CC=CC=1>ClCCl.O1CCCC1>[CH3:20][O:19][C:18](=[O:22])[CH2:17][C:4]12[CH2:9][CH2:8][C:7]([C:10]3[CH:15]=[CH:14][C:13]([Cl:16])=[CH:12][CH:11]=3)([CH:2]([Br:1])[CH2:3]1)[O:6][CH2:5]2 |f:1.2|. Procedure: To a stirred solution of the cis and trans mixtures of 6-bromo-1-(4-chloro-phenyl)-4-(2-methoxy-vinyl)-2-oxa-bicyclo[2.2.2]octane (1.7 g, 4.75 mmol) in dichloromethane (12 ml) and tetrahydrofuran (25 ml) at room temperature, was portionally added pyridinium chlorochromate (3.07 g, 14.26 mmol). The reaction mixture was stirred at room temperature for 2 hours. More pyridinium chlorochromate (2.05 g, 9.51 mmol) was added, and the mixture was stirred for another 60 hours at room temperature. The mix... Yields the product COC(CC12COC(C(C1)Br)(CC2)C2=CC=C(C=C2)Cl)=O ([6-bromo-1-(4-chloro-phenyl)-2-oxa-bicyclo[2.2.2]oct-4-yl]-acetic acid methyl ester). Reactants: BrC1CC2(COC1(CC2)C2=CC=C(C=C2)Cl)C=COC (6-bromo-1-(4-chloro-phenyl)-4-(2-methoxy-vinyl)-2-oxa-bicyclo[2.2.2]octane), [Cr](=O)(=O)([O-])Cl.[NH+]1=CC=CC=C1 (pyridinium chlorochromate), [Cr](=O)(=O)([O-])Cl.[NH+]1=CC=CC=C1 (pyridinium chlorochromate). The solvent is ClCCl (dichloromethane), O1CCCC1 (tetrahydrofuran). Isolated yield 60.8%. The reactants are O=C([O-])[O-], COCCOC, CC1(C)OB(c2ccc(C3CCC(=O)N3)cc2)OC1(C)C, Cc1ccc(NC(=O)C2(c3ccc4c(c3)OC(F)(F)O4)CC2)nc1Cl, [Na+], [Na+], c1ccc(P(c2ccccc2)(c2ccccc2)[Pd](P(c2ccccc2)(c2ccccc2)c2ccccc2)(P(c2ccccc2)(c2ccccc2)c2ccccc2)P(c2ccccc2)(c2ccccc2)c2ccccc2)cc1. Yields the product Cc1ccc(NC(=O)C2(c3ccc4c(c3)OC(F)(F)O4)CC2)nc1-c1ccc(C2CCC(=O)N2)cc1. RXN SMILES: [C:47](=[O:48])([O-:49])[O-:50].[CH3:130][O:131][CH2:132][CH2:133][O:134][CH3:135].[CH3:1][C:2]1([CH3:3])[C:4]([CH3:5])([CH3:6])[O:7][B:8]([c:9]2[cH:10][cH:11][c:12]([CH:15]3[CH2:16][CH2:17][C:18](=[O:20])[NH:19]3)[cH:13][cH:14]2)[O:21]1.[Cl:22][c:23]1[c:24]([CH3:46])[cH:25][cH:26][c:27]([NH:29][C:30](=[O:31])[C:32]2([c:35]3[cH:36][c:37]4[c:38]([cH:44][cH:45]3)[O:39][C:40]([F:42])([F:43])[O:41]4)[CH2:33][CH2:34]2)[n:28]1.[Na+:51].[Na+:52].[cH:53]1[cH:54][cH:55][c:56]([P:57]([Pd:58]([P:59]([c:60]2[cH:61][cH:62][cH:63][cH:64][cH:65]2)([c:66]2[cH:67][cH:68][cH:69][cH:70][cH:71]2)[c:72]2[cH:73][cH:74][cH:75][cH:76][cH:77]2)([P:78]([c:79]2[cH:80][cH:81][cH:82][cH:83][cH:84]2)([c:85]2[cH:86][cH:87][cH:88][cH:89][cH:90]2)[c:91]2[cH:92][cH:93][cH:94][cH:95][cH:96]2)[P:97]([c:98]2[cH:99][cH:100][cH:101][cH:102][cH:103]2)([c:104]2[cH:105][cH:106][cH:107][cH:108][cH:109]2)[c:110]2[cH:111][cH:112][cH:113][cH:114][cH:115]2)([c:116]2[cH:117][cH:118][cH:119][cH:120][cH:121]2)[c:122]2[cH:123][cH:124][cH:125][cH:126][cH:127]2)[cH:128][cH:129]1>>[c:9]1(-[c:23]2[c:24]([CH3:46])[cH:25][cH:26][c:27]([NH:29][C:30](=[O:31])[C:32]3([c:35]4[cH:36][c:37]5[c:38]([cH:44][cH:45]4)[O:39][C:40]([F:42])([F:43])[O:41]5)[CH2:33][CH2:34]3)[n:28]2)[cH:10][cH:11][c:12]([CH:15]2[CH2:16][CH2:17][C:18](=[O:20])[NH:19]2)[cH:13][cH:14]1.